This data is from the Open Reaction Database (ORD), a public repository of structured organic reaction records. The task is: describe an organic reaction: reactants, conditions, products, and yield Reactants: Cl (HCl), BrC1=CC(=C(C#N)C=C1)OC (4-bromo-2-methoxybenzonitrile), C(C)(C)OB(OC(C)C)OC(C)C (tri-isopropylborate), C(CCC)[Li] (n-Butyllithium). The solvent is O (water), C1CCOC1 (THF). Reaction conditions: temperature -78 celsius, time 30 minute. The product is C(#N)C1=C(C=C(C=C1)B(O)O)OC (4-Cyano-3-methoxyphenyl boronic acid). Isolated yield 54.6%. RXN SMILES: Br[C:2]1[CH:9]=[CH:8][C:5]([C:6]#[N:7])=[C:4]([O:10][CH3:11])[CH:3]=1.C([O:15][B:16](OC(C)C)[O:17]C(C)C)(C)C.C([Li])CCC.Cl>O.C1COCC1>[C:6]([C:5]1[CH:8]=[CH:9][C:2]([B:16]([OH:17])[OH:15])=[CH:3][C:4]=1[O:10][CH3:11])#[N:7]. Reported procedure: A 3-necked 1 L round-bottomed flask was equipped with an overhead stirrer, and a nitrogen line. The flask was charged with 45.56 g (215 mmol) of 4-bromo-2-methoxybenzonitrile, 64 mL (277 mmol) of tri-isopropylborate and 500 mL of THF. The solution was cooled to −78° C. in a dry-ice/acetone bath. n-Butyllithium (2.5M, 110 mL, 275 mmol) was added dropwise via addition funnel. The mixture was stirred for 30 minutes and 2N HCl was added. The mixture was stirred for an hour and poured into water. The... Reaction SMILES: [C:1]([CH:4]([CH2:16][CH2:17][CH2:18][CH:19]1[O:21][CH2:20]1)[CH2:5][CH2:6][CH2:7][CH2:8][CH2:9][CH2:10][C:11]([O:13]CC)=[O:12])(=[O:3])[CH3:2].[CH2:22]([OH:25])[CH2:23][CH3:24].[OH-].[Na+]>O>[C:1]([CH:4]([CH2:16][CH2:17][CH2:18][CH:19]([OH:21])[CH2:20][O:25][CH2:22][CH2:23][CH3:24])[CH2:5][CH2:6][CH2:7][CH2:8][CH2:9][CH2:10][C:11]([OH:13])=[O:12])(=[O:3])[CH3:2] |f:2.3|. Run in O (water), O (water). Reactants: C(C)(=O)C(CCCCCCC(=O)OCC)CCCC1CO1 (ethyl 8-acetyl-12,13-epoxytridecanoate), C(CC)O (propanol), [OH-].[Na+] (sodium hydroxide). Reaction conditions: time 4 hour. Procedure details: A mixture of ethyl 8-acetyl-12,13-epoxytridecanoate (14.9 g., 0.05 mole), propanol (60 ml.), sodium hydroxide (6.0 g., 0.15 mole) and water (15 ml.) is stirred 4 hours at 40°-45° and then heated 1 hour on the steam bath. The mixture is cooled, treated with water (250 ml.) and extracted with ether. The aqueous solution is acidified with hydrochloric acid. The oily product is taken up in ether, washed with water, and dried over sodium sulfate. Evaporation of the ether leaves the title compound as ... Yields the product C(C)(=O)C(CCCCCCC(=O)O)CCCC(COCCC)O (8-Acetyl-12-hydroxy-13-propoxytridecanoic acid). The reactants are C1(=CC=CC=C1)P(C1=CC=CC=C1)C1=CC=CC=C1 (Triphenylphosphine), N(=[N+]=[N-])C[C@@H]1CN(C(O1)=O)C1=CC(=C(C=C1)C(=O)N)F (5-(S)-azidomethyl-3-[4′-aminocarbonyl-3′-fluorophenyl]oxazolidine-2-one), O (water). Solvent: C1CCOC1 (THF). Conditions: temperature 40 celsius, time 2 hour. Product: NC[C@H]1CN(C(O1)=O)C1=CC(=C(C=C1)C(=O)N)F (5-(S)-Aminomethyl-3-[4′-aminocarbonyl -3′-fluorophenyl]oxazolidine-2-one). The yield is 67.1%. As a reaction SMILES: C1(P(C2C=CC=CC=2)C2C=CC=CC=2)C=CC=CC=1.[N:20]([CH2:23][C@H:24]1[O:28][C:27](=[O:29])[N:26]([C:30]2[CH:35]=[CH:34][C:33]([C:36]([NH2:38])=[O:37])=[C:32]([F:39])[CH:31]=2)[CH2:25]1)=[N+]=[N-].O>C1COCC1>[NH2:20][CH2:23][C@@H:24]1[O:28][C:27](=[O:29])[N:26]([C:30]2[CH:35]=[CH:34][C:33]([C:36]([NH2:38])=[O:37])=[C:32]([F:39])[CH:31]=2)[CH2:25]1. Procedure: Triphenylphosphine (2.9 g, 11.0 mmol) was added portionwise to a solution of 5-(S)-azidomethyl-3-[4′-aminocarbonyl-3′-fluorophenyl]oxazolidine-2-one (2.8 g, 10.0 mmol) in THF (75 ml) under nitrogen atmosphere. The solution was stirred at 40° C. for 2 h, water (2.0 ml) added, and the reaction mixture was stirred at 40° C. overnight. Solvent was removed under vacuum, and the resulting solid was triturated with ether. Precipitated material was filtered, washed with ether and ethanol and dried under... The reactants are C1=CC=CC=C1 (benzene), dimethyl acetal, CC1=C(NCC=O)C(=CC=C1C)C (2-(2,3,6-trimethylanilino)-acetaldehyde), C([O-])([O-])=O.[Na+].[Na+] (sodium carbonate), BrC(C(=O)Cl)C (α-bromopropionyl cloride). The solvent is O (water). The product is dimethyl acetal, BrC(C(=O)N(C1=C(C(=CC=C1C)C)C)CC=O)C (2-(N-α-bromopropionyl-2,3,6-trimethylanilino)acetaldehyde). As a reaction SMILES: [CH3:1][C:2]1[C:11]([CH3:12])=[CH:10][CH:9]=[C:8]([CH3:13])[C:3]=1[NH:4][CH2:5][CH:6]=[O:7].C(=O)([O-])[O-].[Na+].[Na+].C1C=CC=CC=1.[Br:26][CH:27]([CH3:31])[C:28](Cl)=[O:29]>O>[Br:26][CH:27]([CH3:31])[C:28]([N:4]([CH2:5][CH:6]=[O:7])[C:3]1[C:8]([CH3:13])=[CH:9][CH:10]=[C:11]([CH3:12])[C:2]=1[CH3:1])=[O:29] |f:1.2.3|. Procedure: The dimethyl acetal of 2-(2,3,6-trimethylanilino)-acetaldehyde (0.1 mole), sodium carbonate (0.06 mole) dissolved in water (50 ml) and benzene (50 ml) are charged into a glass reaction vessel equipped with a mechanical stirrer, thermometer and cooling means. The mixture is cooled to a temperature of about 0°C and α-bromopropionyl cloride (0.11 mole) is incrementally added with stirring. After addition is is competed stirring is continued and the reaction mixture is permitted to warm to room temp... Reaction conditions: temperature 100 celsius, time 30 minute. The product is FC(C(=O)O)(F)F.CNC(=O)C1=NC=CC(=C1)OC1=CC2=C(N=C(N=N2)NC(C2=CC(=CC=C2)C(F)(F)F)=O)C=C1 (4-[3-(3-trifluoromethyl-benzoylamino)-benzo[1,2,4]triazin-7-yloxy]-pyridine-2-carboxylic acid methyl amide trifluoroacetate salt). Reaction SMILES: [CH3:1][NH:2][C:3]([C:5]1[CH:10]=[C:9]([O:11][C:12]2[CH:22]=[CH:21][C:15]3[N:16]=[C:17]([NH2:20])[N:18]=[N:19][C:14]=3[CH:13]=2)[CH:8]=[CH:7][N:6]=1)=[O:4].C([O:27][K])(C)(C)C.[F:29][C:30]([F:41])([F:40])[C:31]1[CH:32]=[C:33]([CH:37]=[CH:38][CH:39]=1)[C:34](Cl)=[O:35].CN(C)[CH:44]=[O:45]>>[F:29][C:30]([F:41])([F:40])[C:44]([OH:45])=[O:27].[CH3:1][NH:2][C:3]([C:5]1[CH:10]=[C:9]([O:11][C:12]2[CH:22]=[CH:21][C:15]3[N:16]=[C:17]([NH:20][C:34](=[O:35])[C:33]4[CH:37]=[CH:38][CH:39]=[C:31]([C:30]([F:29])([F:40])[F:41])[CH:32]=4)[N:18]=[N:19][C:14]=3[CH:13]=2)[CH:8]=[CH:7][N:6]=1)=[O:4] |f:4.5|. Starting materials: FC(C=1C=C(C(=O)Cl)C=CC1)(F)F (3-trifluoromethyl-benzoyl chloride), solid, C(C)(C)(C)O[K] (tert-BuOK), CNC(=O)C1=NC=CC(=C1)OC1=CC2=C(N=C(N=N2)N)C=C1 (4-(3-amino-benzo[1,2,4]triazin-7-yloxy)-pyridine-carboxylic acid methylamide), CN(C=O)C (dimethylformamide). Procedure details: 100 mg (0.337 mmol, 1.0 equivalent) of 4-(3-amino-benzo[1,2,4]triazin-7-yloxy)-pyridine-carboxylic acid methylamide were dissolved in 2 mL of anhydrous dimethylformamide with heating to about 100° C. 45.4 mg (0.405 mmol, 1.2 equivalent) of solid tert-BuOK was added to the solution. The resulting dark-red solution was stirred at 100° C. for 30 min, then it was allowed to cool down to ambient temperature. 84.5 mg (0.405 mmol, 1.2 equivalent) of 3-trifluoromethyl-benzoyl chloride was added to the m...